describe an organic reaction: reactants, conditions, products, and yield From a dataset of the Open Reaction Database (ORD), a public repository of structured organic reaction records. The reactants are ClC1=NC=CC(=C1)C (2-chloro-4-methylpyridine), C1(=CC=CC=C1)B(O)O (phenylboronic acid), C([O-])([O-])=O.[K+].[K+] (potassium carbonate), C(OC)COC (dimethoxyethane). The reagents and catalysts are C=1C=CC(=CC1)[P](C=2C=CC=CC2)(C=3C=CC=CC3)[Pd]([P](C=4C=CC=CC4)(C=5C=CC=CC5)C=6C=CC=CC6)([P](C=7C=CC=CC7)(C=8C=CC=CC8)C=9C=CC=CC9)[P](C=1C=CC=CC1)(C=1C=CC=CC1)C=1C=CC=CC1 (Pd(PPh3)4). Solvent: O (water). The product is CC1=CC(=NC=C1)C1=CC=CC=C1 (4-methyl-2-phenylpyridine). Isolated yield 84.4%. As a reaction SMILES: Cl[C:2]1[CH:7]=[C:6]([CH3:8])[CH:5]=[CH:4][N:3]=1.[C:9]1(B(O)O)[CH:14]=[CH:13][CH:12]=[CH:11][CH:10]=1.C(=O)([O-])[O-].[K+].[K+].C(COC)OC>C1C=CC([P]([Pd]([P](C2C=CC=CC=2)(C2C=CC=CC=2)C2C=CC=CC=2)([P](C2C=CC=CC=2)(C2C=CC=CC=2)C2C=CC=CC=2)[P](C2C=CC=CC=2)(C2C=CC=CC=2)C2C=CC=CC=2)(C2C=CC=CC=2)C2C=CC=CC=2)=CC=1.O>[CH3:8][C:6]1[CH:5]=[CH:4][N:3]=[C:2]([C:9]2[CH:14]=[CH:13][CH:12]=[CH:11][CH:10]=2)[CH:7]=1 |f:2.3.4,^1:33,35,54,73|. Reported procedure: A 1 L round bottom flask was charged with 2-chloro-4-methylpyridine (25 g, 196 mmol), phenylboronic acid (23.9 g, 196 mmol), potassium carbonate (81 g, 588 mmol), Pd(PPh3)4 (2.3 g, 1.9 mmol), dimethoxyethane (500 mL) and water (150 mL). The reaction mixture was degassed with nitrogen and heated to reflux for 22 h. After cooling, the aqueous layer was extracted with EtOAc; the organic portion was combined and subjected to column chromatography (SiO2, 5% EtOAc in hexane to 10% EtOAc in hexane) to ... The reactants are N[C@@H](CC1=CC=CC=C1)C(=O)N[C@@H](CC(C)C)C(=O)OC(C)(C)C (L-phenylalanyl-L-leucine, t-butyl ester), ClCC([C@H](C)NC(OC(C)(C)C)=O)=O ([(S)-3-chloro-1-methyl-2-oxopropyl]carbamic acid, 1,1-dimethylethyl ester), C([O-])(O)=O.[Na+] (sodium bicarbonate), [I-].[Na+] (sodium iodide). Run in CN(C=O)C (dimethylformamide), CN(C=O)C (dimethylformamide). Conditions: time 15 hour. The product is C(C)(C)(C)OC(=O)N[C@H](C(CN[C@@H](CC1=CC=CC=C1)C(=O)N[C@@H](CC(C)C)C(=O)OC(C)(C)C)=O)C (N-[N-[(S)-3-[[(t-Butyloxy)carbonyl]amino]-2-oxobutyl]-L-phenylalanyl]-L-leucine, t-butyl ester). Isolated yield 73.4%. As a reaction SMILES: [NH2:1][C@H:2]([C:10]([NH:12][C@H:13]([C:18]([O:20][C:21]([CH3:24])([CH3:23])[CH3:22])=[O:19])[CH2:14][CH:15]([CH3:17])[CH3:16])=[O:11])[CH2:3][C:4]1[CH:9]=[CH:8][CH:7]=[CH:6][CH:5]=1.Cl[CH2:26][C:27](=[O:38])[C@@H:28]([NH:30][C:31](=[O:37])[O:32][C:33]([CH3:36])([CH3:35])[CH3:34])[CH3:29].[I-].[Na+].C(=O)(O)[O-].[Na+]>CN(C)C=O>[C:33]([O:32][C:31]([NH:30][C@@H:28]([CH3:29])[C:27](=[O:38])[CH2:26][NH:1][C@H:2]([C:10]([NH:12][C@H:13]([C:18]([O:20][C:21]([CH3:22])([CH3:24])[CH3:23])=[O:19])[CH2:14][CH:15]([CH3:17])[CH3:16])=[O:11])[CH2:3][C:4]1[CH:9]=[CH:8][CH:7]=[CH:6][CH:5]=1)=[O:37])([CH3:36])([CH3:34])[CH3:35] |f:2.3,4.5|. Reported procedure: To a stirred solution of L-phenylalanyl-L-leucine, t-butyl ester (2.18 g, 6 mmol) in 10 ml of dimethylformamide (under argon) was added a solution of [(S)-3-chloro-1-methyl-2-oxopropyl]carbamic acid, 1,1-dimethylethyl ester (1.33 g, 6 mmol) in 20 ml of dimethylformamide, followed by sodium iodide (450 mg, 3 mmol) and sodium bicarbonate (504 mg, 6 mmol). The reaction mixture was allowed to stir for 15 hours, then the solvent was evaporated (<25° C., vacuum pump). The yellow residue was taken up i... Reactants: CCOC(C)=O, CC(C)C(C)[Si](C)(C)OC(C)C1C(=O)NC1O[Si](C)(C)C, CC(=O)OC(C)=O, C[Si](C)(C)Cl, CCCCCC, c1ccncc1. Product: CC(=O)OC1NC(=O)C1C(C)O[Si](C)(C)C(C)C(C)C. Reaction SMILES: [C:34]([O:35][CH2:36][CH3:37])(=[O:38])[CH3:39].[CH3:1][Si:2]([O:3][CH:4]([CH3:5])[CH:6]1[C:7](=[O:15])[NH:8][CH:9]1[O:10][Si:11]([CH3:12])([CH3:13])[CH3:14])([CH:16]([CH:17]([CH3:18])[CH3:19])[CH3:20])[CH3:21].[CH3:22][C:23](=[O:24])[O:25][C:26](=[O:27])[CH3:28].[CH3:29][Si:30]([CH3:31])([CH3:32])[Cl:33].[CH3:40][CH2:41][CH2:42][CH2:43][CH2:44][CH3:45].[cH:46]1[cH:47][cH:48][n:49][cH:50][cH:51]1>>[CH3:1][Si:2]([O:3][CH:4]([CH3:5])[CH:6]1[C:7](=[O:15])[NH:8][CH:9]1[O:10][C:23]([CH3:22])=[O:24])([CH:16]([CH:17]([CH3:18])[CH3:19])[CH3:20])[CH3:21]. Starting materials: [H-].[Al+3].[Li+].[H-].[H-].[H-] (lithium aluminum hydride), ClC1=CC=C(C=C1)C=1N=C(SC1CCCC(=O)OCC)N1C(=NC=C1)C (Ethyl 4-(4-chlorophenyl)-2-(2-methyl-1-imidazolyl)-5-thiazolebutanoate), O (Water). Run in O1CCCC1 (tetrahydrofuran). Run at time 1 hour. Yields the product ClC1=CC=C(C=C1)C=1N=C(SC1CCCCO)N1C(=NC=C1)C (4-(4-chlorophenyl)-2-(2-methyl-1-imidazolyl)-5-thiazolebutanol). The yield is 71.7%. As a reaction SMILES: [Cl:1][C:2]1[CH:7]=[CH:6][C:5]([C:8]2[N:9]=[C:10]([N:21]3[CH:25]=[CH:24][N:23]=[C:22]3[CH3:26])[S:11][C:12]=2[CH2:13][CH2:14][CH2:15][C:16](OCC)=[O:17])=[CH:4][CH:3]=1.[H-].[Al+3].[Li+].[H-].[H-].[H-].O>O1CCCC1>[Cl:1][C:2]1[CH:3]=[CH:4][C:5]([C:8]2[N:9]=[C:10]([N:21]3[CH:25]=[CH:24][N:23]=[C:22]3[CH3:26])[S:11][C:12]=2[CH2:13][CH2:14][CH2:15][CH2:16][OH:17])=[CH:6][CH:7]=1 |f:1.2.3.4.5.6|. Procedure: Ethyl 4-(4-chlorophenyl)-2-(2-methyl-1-imidazolyl)-5-thiazolebutanoate (2.00 g) was dissolved in 20 ml of tetrahydrofuran, to which was added gradually lithium aluminum hydride (195 mg) under ice-cooling. The resulting mixture was stirred for 1 hour. Water (0.5 ml) was carefully added to the reaction mixture, the resulting mixture was filtered, and the residue on the filter paper was washed with ethyl acetate. The filtrate was concentrated to give crystals of 4-(4-chlorophenyl)-2-(2-methyl-1-imi... Starting materials: BrCC1=CC=C(C=C1)CCN1C(C=C(C=C1)CCC1=CC=CC=C1)=O (1-[2-(4-bromomethyl-phenyl)-ethyl]-4-phenethyl-1H-pyridin-2-one), N1CCCC1 (pyrrolidine). Run in CN(C)C=O (DMF). Conditions: time 8 hour. The product is C(CC1=CC=CC=C1)C1=CC(N(C=C1)CCC1=CC=C(C=C1)CN1CCCC1)=O (4-Phenethyl-1-[2-(4-pyrrolidin-1-ylmethyl-phenyl)-ethyl]-1H-pyridin-2-one). Reaction SMILES: Br[CH2:2][C:3]1[CH:8]=[CH:7][C:6]([CH2:9][CH2:10][N:11]2[CH:16]=[CH:15][C:14]([CH2:17][CH2:18][C:19]3[CH:24]=[CH:23][CH:22]=[CH:21][CH:20]=3)=[CH:13][C:12]2=[O:25])=[CH:5][CH:4]=1.[NH:26]1[CH2:30][CH2:29][CH2:28][CH2:27]1>CN(C=O)C>[CH2:17]([C:14]1[CH:15]=[CH:16][N:11]([CH2:10][CH2:9][C:6]2[CH:7]=[CH:8][C:3]([CH2:2][N:26]3[CH2:30][CH2:29][CH2:28][CH2:27]3)=[CH:4][CH:5]=2)[C:12](=[O:25])[CH:13]=1)[CH2:18][C:19]1[CH:24]=[CH:23][CH:22]=[CH:21][CH:20]=1. Procedure: To 85 mg (0.21 mmol) 1-[2-(4-bromomethyl-phenyl)-ethyl]-4-phenethyl-1H-pyridin-2-one (example 18.1b) in 1.0 mL DMF is added 36 μL (0.43 mmol) pyrrolidine at RT. The reaction mixture is stirred overnight at RT, filtered and directly transferred to a reverse HPLC for purification (Zorbax stable bond, C18; water (0.15% formic acid)/acetonitrile 95:5 to 10:90). The product is FC1=C(C=CC(=C1)F)N1C=NC2=C1C=CC=C2 (1-(2,4-difluorophenyl)-benzimidazole). Reactants: N1=CNC2=C1C=CC=C2 (benzimidazole), C([O-])([O-])=O.[Cs+].[Cs+] (cesium carbonate), [Al] (aluminum), FC1=C(C=CC(=C1)F)I (2,4-difluoro-iodobenzene), 1,10-ortho-phenanthroline. Procedure: 0.16 g (0.836 mmol) of CuI, 1.20 g (10.15 mmol) of benzimidazole and 5.70 g (17.50 mmol) of cesium carbonate (CeCO3) were successively added into a 50 ml round bottom flask wrapped by aluminum foil, after introducing nitrogen for 15 minutes, 1 mL (8.36 mmol) of 2,4-difluoro-iodobenzene, 0.30 g (1.67 mmol) of 1,10-ortho-phenanthroline and 25 mL of anhydrous N,N-dimethylformamide (DMF) were successively added to the nitrogen stream to form a reaction mixture; after 30 minutes of continually introd... As a reaction SMILES: [N:1]1[C:5]2[CH:6]=[CH:7][CH:8]=[CH:9][C:4]=2[NH:3][CH:2]=1.C(=O)([O-])[O-].[Cs+].[Cs+].[Al].[F:17][C:18]1[CH:23]=[C:22]([F:24])[CH:21]=[CH:20][C:19]=1I>[Cu]I.CN(C)C=O>[F:17][C:18]1[CH:23]=[C:22]([F:24])[CH:21]=[CH:20][C:19]=1[N:1]1[C:5]2[CH:6]=[CH:7][CH:8]=[CH:9][C:4]=2[N:3]=[CH:2]1 |f:1.2.3|. Conditions: temperature 110 celsius, time 30 minute. The reagents and catalysts are [Cu]I (CuI). Solvent: CN(C=O)C (N,N-dimethylformamide). The yield is 48.9%. The reactants are [OH-].[Na+] (Sodium hydroxide), CC(C)O (2-propanol), C1(CCCCC1)OC1=CC(=C(C(=O)OC)C=C1)NC1=CC=C(C=C1)F (methyl 4-(cyclohexyloxy)-2-(4-fluoroanilino)benzoate), Cl (hydrochloric acid). Run in C(C)(=O)OCC (ethyl acetate). RXN SMILES: [OH-].[Na+].CC(O)C.[CH:7]1([O:13][C:14]2[CH:23]=[CH:22][C:17]([C:18]([O:20]C)=[O:19])=[C:16]([NH:24][C:25]3[CH:30]=[CH:29][C:28]([F:31])=[CH:27][CH:26]=3)[CH:15]=2)[CH2:12][CH2:11][CH2:10][CH2:9][CH2:8]1.Cl>C(OCC)(=O)C>[CH:7]1([O:13][C:14]2[CH:23]=[CH:22][C:17]([C:18]([OH:20])=[O:19])=[C:16]([NH:24][C:25]3[CH:26]=[CH:27][C:28]([F:31])=[CH:29][CH:30]=3)[CH:15]=2)[CH2:8][CH2:9][CH2:10][CH2:11][CH2:12]1 |f:0.1|. Product: C1(CCCCC1)OC1=CC(=C(C(=O)O)C=C1)NC1=CC=C(C=C1)F (4-(cyclohexyloxy)-2-(4-fluoroanilino)benzoic acid). Procedure details: 10% Sodium hydroxide aqueous solution 0.25 mL was added to a suspension of 2-propanol 2.0 mL of methyl 4-(cyclohexyloxy)-2-(4-fluoroanilino)benzoate 40 mg at room temperature, and it was heated and refluxed for 5 hours. After the reaction mixture was cooled to room temperature,1.0 mol/L hydrochloric acid and ethyl acetate were added to it. The organic layer was separated and collected,dried over anhydrous magnesium sulfate, and the solvent was removed under reduced pressure. Diisopropyl ether an... Isolated yield 20.9%. Starting materials: C(C)OC(=O)N1CCC(CC1)N1C(NC2=CC=C(C=C2C1=O)C)=O (3-(1-ethoxycarbonyl-4-piperidinyl)-1,2,3,4-tetrahydro-6-methyl-2,4-dioxoquinazoline), C(C)OC(=O)N1CCC(CC1)N1C(NC2=CC=C(C=C2C1=O)C)=O (3-(1-ethoxycarbonyl-4-piperidinyl)-1,2,3,4-tetrahydro-6-methyl-2,4-dioxoquinazoline), C(C)I (ethyl iodide). The product is C(C)OC(=O)N1CCC(CC1)N1C(N(C2=CC=C(C=C2C1=O)C)CC)=O (3-(1-ethoxycarbonyl-4-piperidinyl)-1-ethyl-1,2,3,4-tetrahydro-6-methyl-2,4-dioxoquinazoline). Isolated yield 79.0%. RXN SMILES: [CH2:1]([O:3][C:4]([N:6]1[CH2:11][CH2:10][CH:9]([N:12]2[C:21](=[O:22])[C:20]3[C:15](=[CH:16][CH:17]=[C:18]([CH3:23])[CH:19]=3)[NH:14][C:13]2=[O:24])[CH2:8][CH2:7]1)=[O:5])[CH3:2].[CH2:25](I)[CH3:26]>>[CH2:1]([O:3][C:4]([N:6]1[CH2:11][CH2:10][CH:9]([N:12]2[C:21](=[O:22])[C:20]3[C:15](=[CH:16][CH:17]=[C:18]([CH3:23])[CH:19]=3)[N:14]([CH2:25][CH3:26])[C:13]2=[O:24])[CH2:8][CH2:7]1)=[O:5])[CH3:2]. Procedure details: The procedure similar to that described in Example 1 was repeated, except that 1.0 g (3.02 mmol) of 3-(1-ethoxycarbonyl-4-piperidinyl)-1,2,3,4-tetrahydro-6-methyl-2,4-dioxoquinazoline (Compound f) was used in place of Compound 24 and ethyl iodide was used in place of methyl iodide, whereby 855.0 mg (yield: 79%) of Compound b was obtained as white crystals. Starting materials: C[S-], CN(C)C=O, CCOC(C)=O, Clc1cc(I)ccc1CBr, [Na+]. Yields the product CSCc1ccc(I)cc1Cl. As a reaction SMILES: [CH3:11][S-:12].[CH3:14][N:15]([CH3:16])[CH:17]=[O:18].[CH3:19][CH2:20][O:21][C:22](=[O:23])[CH3:24].[Cl:1][c:2]1[c:3]([CH2:4][Br:5])[cH:6][cH:7][c:8]([I:10])[cH:9]1.[Na+:13]>>[Cl:1][c:2]1[c:3]([CH2:4][S:12][CH3:11])[cH:6][cH:7][c:8]([I:10])[cH:9]1. Starting materials: C(=O)(OC(C)(C)C)N1CCN(CC1)C1=C(C(=CC(=C1)[N+](=O)[O-])F)OC (1-(N-boc-piperazin-4-yl)-3-fluoro-2-methoxy-5-nitrobenzene), FC(OC=1C=C(C=CC1)S(=O)(=O)Cl)F (3-difluoromethoxybenzenesulfonylchloride). Product: Cl.FC(OC=1C=C(C=CC1)S(=O)(=O)NC1=CC(=C(C(=C1)N1CCNCC1)OC)F)F (3-Difluoromethoxy-N-(3-fluoro-4-methoxy-5-piperazin-1-yl-phenyl)-benzenesulfonamide Hydrochloride). Reaction SMILES: C([N:8]1[CH2:13][CH2:12][N:11]([C:14]2[CH:19]=[C:18]([N+:20]([O-])=O)[CH:17]=[C:16]([F:23])[C:15]=2[O:24][CH3:25])[CH2:10][CH2:9]1)(OC(C)(C)C)=O.[F:26][CH:27]([F:39])[O:28][C:29]1[CH:30]=[C:31]([S:35]([Cl:38])(=[O:37])=[O:36])[CH:32]=[CH:33][CH:34]=1>>[ClH:38].[F:39][CH:27]([F:26])[O:28][C:29]1[CH:30]=[C:31]([S:35]([NH:20][C:18]2[CH:19]=[C:14]([N:11]3[CH2:10][CH2:9][NH:8][CH2:13][CH2:12]3)[C:15]([O:24][CH3:25])=[C:16]([F:23])[CH:17]=2)(=[O:37])=[O:36])[CH:32]=[CH:33][CH:34]=1 |f:2.3|. Reported procedure: The compound was prepared by analogy to Example 7, starting from commercially available 1-bromo-3-fluoro-2-methoxy-5-nitrobenzene, which was reacted with tert.butyloxycarbonyl-piperazine by analogy to preparation example 3.1 top yield 1-(N-boc-piperazin-4-yl)-3-fluoro-2-methoxy-5-nitrobenzene. Reduction of the nitro group to the corresponding aniline by analogy to preparation example 3.2, subsequent coupling with commercially available 3-difluoromethoxybenzenesulfonylchloride by analogy to prepa...